The task is: describe an organic reaction: reactants, conditions, products, and yield. This data is from the Open Reaction Database (ORD), a public repository of structured organic reaction records. The reactants are C(C)(=O)OCC (Ethyl acetate), N1C2N(CC1=O)C(CC2)=O (tetrahydro-pyrrolo[1,2-a]imidazole-2,5-dione), C(=O)([O-])[O-].[K+].[K+] (K2CO3), IC1=CC=CC=C1 (Iodobenzene). Reagents/catalysts: [Cu]I (CuI). The solvent is CN1C(CCC1)=O (N-methylpyrrolidone). Yields the product C1(=CC=CC=C1)N1C2N(CC1=O)C(CC2)=O (1-Phenyl-tetrahydro-1H-pyrrolo[1,2-a]imidazole-2,5-dione). The yield is 11.7%. Reaction SMILES: [NH:1]1[C:5](=[O:6])[CH2:4][N:3]2[C:7](=[O:10])[CH2:8][CH2:9][CH:2]12.C([O-])([O-])=O.[K+].[K+].I[C:18]1[CH:23]=[CH:22][CH:21]=[CH:20][CH:19]=1.C(OCC)(=O)C>CN1CCCC1=O.[Cu]I>[C:18]1([N:1]2[C:5](=[O:6])[CH2:4][N:3]3[C:7](=[O:10])[CH2:8][CH2:9][CH:2]23)[CH:23]=[CH:22][CH:21]=[CH:20][CH:19]=1 |f:1.2.3|. Procedure details: To a solution of tetrahydro-pyrrolo[1,2-a]imidazole-2,5-dione (1 g, 7.14 mmol; prepared as described in J. Med. Chem. 36, 4214-4220, 1994,) in N-methylpyrrolidone (NMP, 12 cc), CuI (0.2 g, 1.05 mmol), K2CO3 (1 g, 7.14 mmol) and Iodobenzene (5 g, 24.5 mmol) were added under stirring. The suspension was heated in a microwave apparatus (250 Watt) for 45 min. Ethyl acetate was added to the suspension and the solid was filtered. The organic phase was washed with water and the aqueous phase was re-ext... The reactants are C1CCNCC1, COC(C=O)OC, CC#N, COC(=O)CS(=O)c1ccccc1. Product: COC(=O)C(=CC(OC)OC)S(=O)c1ccccc1. Reaction SMILES: [CH2:21]1[CH2:22][CH2:23][NH:24][CH2:25][CH2:26]1.[CH3:14][O:15][CH:16]([CH:17]=[O:18])[O:19][CH3:20].[CH3:27][C:28]#[N:29].[c:1]1([S:7](=[O:8])[CH2:9][C:10](=[O:11])[O:12][CH3:13])[cH:2][cH:3][cH:4][cH:5][cH:6]1>>[c:1]1([S:7](=[O:8])[C:9]([C:10](=[O:11])[O:12][CH3:13])=[CH:17][CH:16]([O:15][CH3:14])[O:19][CH3:20])[cH:2][cH:3][cH:4][cH:5][cH:6]1. Starting materials: C(O)([O-])=O.[Na+] (sodium hydrogen carbonate), C(C)(=O)O[BH-](OC(C)=O)OC(C)=O.[Na+] (sodium triacetoxyborohydride), COC1=CC=C2C=CC(N(C2=C1)CCCC1(CCNCC1)C(=O)OCC)=O (ethyl 4-(3-(7-methoxy-2-oxoquinolin-1(2H)-yl)propyl)piperidine-4-carboxylate), O1C(=CC=C1)/C=C/C=O ((2E)-3-(2-furyl)acrolein). The solvent is C(Cl)(Cl)Cl (Chloroform), C(C)(=O)O (acetic acid), ClCCl (dichloromethane). Conditions: time 40 minute. Product: O1C(=CC=C1)/C=C/CN1CCC(CC1)(C(=O)OCC)CCCN1C(C=CC2=CC=C(C=C12)OC)=O (ethyl 1-((2E)-3-(2-furyl)-2-propen-1-yl)-4-(3-(7-methoxy-2-oxoquinolin-1(2H)-yl)propyl)piperidine-4-carboxylate). Isolated yield 93.4%. Reaction SMILES: [CH3:1][O:2][C:3]1[CH:12]=[C:11]2[C:6]([CH:7]=[CH:8][C:9](=[O:27])[N:10]2[CH2:13][CH2:14][CH2:15][C:16]2([C:22]([O:24][CH2:25][CH3:26])=[O:23])[CH2:21][CH2:20][NH:19][CH2:18][CH2:17]2)=[CH:5][CH:4]=1.[O:28]1[CH:32]=[CH:31][CH:30]=[C:29]1/[CH:33]=[CH:34]/[CH:35]=O.C(O[BH-](OC(=O)C)OC(=O)C)(=O)C.[Na+].C(=O)([O-])O.[Na+]>C(Cl)(Cl)Cl.C(O)(=O)C.ClCCl>[O:28]1[CH:32]=[CH:31][CH:30]=[C:29]1/[CH:33]=[CH:34]/[CH2:35][N:19]1[CH2:20][CH2:21][C:16]([CH2:15][CH2:14][CH2:13][N:10]2[C:11]3[C:6](=[CH:5][CH:4]=[C:3]([O:2][CH3:1])[CH:12]=3)[CH:7]=[CH:8][C:9]2=[O:27])([C:22]([O:24][CH2:25][CH3:26])=[O:23])[CH2:17][CH2:18]1 |f:2.3,4.5|. Reported procedure: To 2 mL of a dichloromethane solution containing 50 mg of ethyl 4-(3-(7-methoxy-2-oxoquinolin-1(2H)-yl)propyl)piperidine-4-carboxylate, 18 mg of (2E)-3-(2-furyl)acrolein and 20 μL of acetic acid were added, and stirred for 40 min. To the reaction mixture, 43 mg of sodium triacetoxyborohydride was added, stirred for 30 min. Chloroform and aqueous saturated sodium hydrogen carbonate solution were added, the organic layer was separated, dried over anhydrous magnesium sulfate, and the solvent was re... The reactants are ClC=1C=C(C=CC1)[Mg]Cl (3-chlorophenyl magnesium chloride), CON(C(=O)[C@H]1CN(CCC1)C(=O)OC(C)(C)C)C ((R)-tert-butyl 3-(N-methoxy-N-methylcarbamoyl)piperidine-1-carboxylate). The solvent is C1CCOC1 (THF). Conditions: time 2 hour. Product: C(C)(C)(C)OC(=O)N1C[C@@H](CCC1)C(C1=CC(=CC=C1)Cl)=O ((3R)-1-(tert-butoxycarbonyl)-3-(3-chlorobenzoyl)piperidine). Isolated yield 132.6%. RXN SMILES: [Cl:1][C:2]1[CH:3]=[C:4]([Mg]Cl)[CH:5]=[CH:6][CH:7]=1.CON(C)[C:13]([C@@H:15]1[CH2:20][CH2:19][CH2:18][N:17]([C:21]([O:23][C:24]([CH3:27])([CH3:26])[CH3:25])=[O:22])[CH2:16]1)=[O:14]>C1COCC1>[C:24]([O:23][C:21]([N:17]1[CH2:18][CH2:19][CH2:20][C@@H:15]([C:13](=[O:14])[C:4]2[CH:5]=[CH:6][CH:7]=[C:2]([Cl:1])[CH:3]=2)[CH2:16]1)=[O:22])([CH3:27])([CH3:26])[CH3:25]. Procedure details: At −20° C., 3-chlorophenyl magnesium chloride (11 mL, 5.5 mmol, 0.5M THF solution) was added dropwise to a solution of (R)-tert-butyl 3-(N-methoxy-N-methylcarbamoyl)piperidine-1-carboxylate (500 mg, 1.84 mmol) in THF (5 mL). The solution was stirred for 2 h and allowed to warm to rt. The reaction was quenched with satd ammonium chloride solution. The aqueous layer was extracted with ether (3×). The combined organic layers were washed with brine, dried over MgSO4 and filtered. Evaporation of solv... The reactants are C(CCCCCCC)N (octylamine), primary amine, C(C)OC(=O)CN(C(C(=O)OC)CO)S(=O)(=O)C1=CC=C(C=C1)[N+](=O)[O-] (Methyl 2-[ethoxycarbonylmethyl-(4-nitro-benzenesulfonyl)-amino]-3-hydroxy-propionate). Reaction SMILES: [CH2:1]([NH2:9])[CH2:2][CH2:3][CH2:4][CH2:5][CH2:6][CH2:7][CH3:8].C([O:12][C:13]([CH2:15][N:16]([S:24]([C:27]1[CH:32]=[CH:31][C:30]([N+:33]([O-:35])=[O:34])=[CH:29][CH:28]=1)(=[O:26])=[O:25])[CH:17]([CH2:22]O)[C:18]([O:20][CH3:21])=[O:19])=O)C>>[N+:33]([C:30]1[CH:31]=[CH:32][C:27]([S:24]([N:16]2[CH2:15][C:13](=[O:12])[N:9]([CH2:1][CH2:2][CH2:3][CH2:4][CH2:5][CH2:6][CH2:7][CH3:8])[CH2:22][CH:17]2[C:18]([O:20][CH3:21])=[O:19])(=[O:26])=[O:25])=[CH:28][CH:29]=1)([O-:35])=[O:34]. Product: [N+](=O)([O-])C1=CC=C(C=C1)S(=O)(=O)N1C(CN(C(C1)=O)CCCCCCCC)C(=O)OC (Methyl 1-(4-nitro-benzenesulfonyl)-4-octyl-5-oxo-piperazine-2-carboxylate). Yield: 88.0%. Procedure details: A title compound was prepared by the same method as in Example 31, except that octylamine as the primary amine and the compound of Example 55 were used to obtain a white solid title compound (yield 88%).